From a dataset of the Open Reaction Database (ORD), a public repository of structured organic reaction records. describe an organic reaction: reactants, conditions, products, and yield The reactants are N[C@@H](C(=O)N(C)[C@H]([C@H](C1=CC=CC=C1)O)C)CC1=CC(=C(C=C1)CC)CC ((R)-2-amino-3-(3,4-diethyl-phenyl)-N-((1S,2S)-2-hydroxy-1-methyl-2-phenyl-ethyl)-N-methyl-propionamide), O (water). The solvent is O1CCOCC1 (1,4-dioxane). Product: N[C@@H](C(=O)O)CC1=CC(=C(C=C1)CC)CC ((R)-2-amino-3-(3,4-diethyl-phenyl)-propionic acid). Reaction SMILES: [NH2:1][C@H:2]([CH2:17][C:18]1[CH:23]=[CH:22][C:21]([CH2:24][CH3:25])=[C:20]([CH2:26][CH3:27])[CH:19]=1)[C:3](N([C@@H](C)[C@@H](O)C1C=CC=CC=1)C)=[O:4].[OH2:28]>O1CCOCC1>[NH2:1][C@H:2]([CH2:17][C:18]1[CH:23]=[CH:22][C:21]([CH2:24][CH3:25])=[C:20]([CH2:26][CH3:27])[CH:19]=1)[C:3]([OH:4])=[O:28]. Procedure: A mixture of 7.8 g (21.2 mmol) of (R)-2-amino-3-(3,4-diethyl-phenyl)-N-((1S,2S)-2-hydroxy-1-methyl-2-phenyl-ethyl)-N-methyl-propionamide, 50 mL of water and 50 mL of 1,4-dioxane was refluxed for 7 days. The reaction mixture was evaporated down under reduced pressure, the residue remaining was stirred with EtOH and suction filtered. The desired product was obtained in the form of a white solid. Starting materials: B, O=C(O)CCc1cc(Cl)cc(Cl)c1, C1CCOC1. Yields the product OCCCc1cc(Cl)cc(Cl)c1. As a reaction SMILES: [BH3:19].[Cl:1][c:2]1[cH:3][c:4]([CH2:9][CH2:10][C:11](=[O:12])[OH:13])[cH:5][c:6]([Cl:8])[cH:7]1.[O:14]1[CH2:15][CH2:16][CH2:17][CH2:18]1>>[Cl:1][c:2]1[cH:3][c:4]([CH2:9][CH2:10][CH2:11][OH:12])[cH:5][c:6]([Cl:8])[cH:7]1. Product: BrC1=NC=C(C(=C1)OCC1CCN(CC1)C(=O)OC(C)(C)C)[N+](=O)[O-] (tert-butyl 4-((2-bromo-5-nitropyridin-4-yloxy)methyl)piperidine-1-carboxylate). RXN SMILES: [C:1]([N:8]1[CH2:13][CH2:12][CH:11]([CH2:14][OH:15])[CH2:10][CH2:9]1)([O:3][C:4]([CH3:7])([CH3:6])[CH3:5])=[O:2].[H-].[Na+].CN(C=O)C.[Br:23][C:24]1[CH:29]=[C:28](Cl)[C:27]([N+:31]([O-:33])=[O:32])=[CH:26][N:25]=1>CCOCC>[Br:23][C:24]1[CH:29]=[C:28]([O:15][CH2:14][CH:11]2[CH2:12][CH2:13][N:8]([C:1]([O:3][C:4]([CH3:7])([CH3:6])[CH3:5])=[O:2])[CH2:9][CH2:10]2)[C:27]([N+:31]([O-:33])=[O:32])=[CH:26][N:25]=1 |f:1.2|. Starting materials: C(=O)(OC(C)(C)C)N1CCC(CC1)CO (N-Boc-4-piperidinemethanol), [H-].[Na+] (sodium hydride), CN(C)C=O (DMF), BrC1=NC=C(C(=C1)Cl)[N+](=O)[O-] (2-bromo-4-chloro-5-nitropyridine). Yield: 47.4%. The solvent is CCOCC (ether). Reaction conditions: time 20 minute. Procedure details: N-Boc-4-piperidinemethanol (860 mg, 4.0 mmol) was added to a suspension of 60% sodium hydride (160 mg, 4.0 mmol) in DMF (40 mmol) at room temperature. After 20 minutes, 2-bromo-4-chloro-5-nitropyridine (949 mg, 4.0 mmol) was added in one portion, and the resulting mixture was stirred overnight at room temperature. The mixture was diluted with ether and washed with water. The aqueous phase was extracted with ether. The combined organic phases were washed with water and brine, then dried (Na2SO4) ... The reactants are C(C)(=O)Cl (acetyl chloride), ClC1=CC(=CC(=N1)NN)C#N (6-chloro-2-hydrazinopyridine-4-carbonitrile), O (water). The solvent is N1=CC=CC=C1 (pyridine). Run at temperature 0 celsius, time 2 hour. The product is C(C)(=O)NNC1=NC(=CC(=C1)C#N)Cl (N-acetyl-N'-(6-chloro-4-cyano-2-pyridyl)hydrazine). Reaction SMILES: [Cl:1][C:2]1[N:7]=[C:6]([NH:8][NH2:9])[CH:5]=[C:4]([C:10]#[N:11])[CH:3]=1.[C:12](Cl)(=[O:14])[CH3:13].O>N1C=CC=CC=1>[C:12]([NH:9][NH:8][C:6]1[CH:5]=[C:4]([C:10]#[N:11])[CH:3]=[C:2]([Cl:1])[N:7]=1)(=[O:14])[CH3:13]. Procedure details: A suspension of 5.0 g of 6-chloro-2-hydrazinopyridine-4-carbonitrile in 50 ml of pyridine was cooled to 0° C. in an ice bath and 3.1 g of acetyl chloride was added dropwise over a 10 minute period. The mixture became homogeneous after the addition and it was allowed to warm to ambient temperature. After 2 hours, the reaction mixture was poured into 180 ml of water and the precipitate which formed was separated by filtration and dried to give N-acetyl-N'-(6-chloro-4-cyano-2-pyridyl)hydrazine whic... The reactants are BrCCC1SC2=C(NC1=O)C=CC=C2 (2-(2-bromoethyl)-2H-1,4-benzothiazin-3(4H)-one), FC1=CC=C(C=C1)N1CCNCC1 (1-(4-fluorophenyl)piperazine). The solvent is C(C)(=O)OCC (ethyl acetate). Run at temperature 110 celsius, time 1 hour. Yields the product FC1=CC=C(C=C1)N1C=CN(C=C1)CCC1SC2=C(NC1=O)C=CC=C2 (2-[2-[4-(4-fluorophenyl)-1-pyrazinyl]ethyl]-2H-1,4-benzothiazin-3(4H)-one). As a reaction SMILES: Br[CH2:2][CH2:3][CH:4]1[C:9](=[O:10])[NH:8][C:7]2[CH:11]=[CH:12][CH:13]=[CH:14][C:6]=2[S:5]1.[F:15][C:16]1[CH:21]=[CH:20][C:19]([N:22]2[CH2:27][CH2:26][NH:25][CH2:24][CH2:23]2)=[CH:18][CH:17]=1>C(OCC)(=O)C>[F:15][C:16]1[CH:17]=[CH:18][C:19]([N:22]2[CH:27]=[CH:26][N:25]([CH2:2][CH2:3][CH:4]3[C:9](=[O:10])[NH:8][C:7]4[CH:11]=[CH:12][CH:13]=[CH:14][C:6]=4[S:5]3)[CH:24]=[CH:23]2)=[CH:20][CH:21]=1. Procedure details: In 20 ml of ethyl acetate were dissolved 1.36 g of 2-(2-bromoethyl)-2H-1,4-benzothiazin-3(4H)-one and 1.8 g of 1-(4-fluorophenyl)piperazine. The solvent was evaporated off, and the residue was stirred at 110° C. for one hour. The reaction product was extracted with ethyl acetate, and the extract was washed with water and dried over MgSO4. The crystals obtained by evaporation of the solvent were recrystallized from methanol to give 2-[2-[4-(4-fluorophenyl)-1-pyrazinyl]ethyl]-2H-1,4-benzothiazin-3... Reactants: Cl.BrC1=C(C=CC(=C1)C(C)C)NC(=N)N (2-bromo-4-isopropylphenylguanidine hydrochloride), C([O-])([O-])=O.[Na+].[Na+] (sodium carbonate), COCCO (2-methoxyethanol). Run in C(C)(=O)OCC (ethyl acetate). The product is N(C1=CC=CC=C1)C1=NC=CC=N1 (anilinopyrimidine), oil. As a reaction SMILES: Cl.Br[C:3]1[CH:8]=[C:7](C(C)C)[CH:6]=[CH:5][C:4]=1[NH:12][C:13]([NH2:15])=[NH:14].[C:16](=O)([O-])[O-].[Na+].[Na+].CO[CH2:24][CH2:25]O>C(OCC)(=O)C>[NH:12]([C:13]1[N:14]=[CH:25][CH:24]=[CH:16][N:15]=1)[C:4]1[CH:3]=[CH:8][CH:7]=[CH:6][CH:5]=1 |f:0.1,2.3.4|. Procedure: Part B: A mixture of the product from part A (1.09 g), 2-bromo-4-isopropylphenylguanidine hydrochloride (1.17 g), and sodium carbonate (424 mg) in 2-methoxyethanol (30 mL) was refluxed for 19 hr. The cooled reaction mixture was diluted with ethyl acetate and washed with water (2×) and brine, dried and evaporated. The crude reaction product was chromatographed on silica gel using 50% petroleum ether in methylene chloride as eluent. The intermediate anilinopyrimidine was obtained as an oil (337 mg...